Dataset: the Open Reaction Database (ORD), a public repository of structured organic reaction records. Task: describe an organic reaction: reactants, conditions, products, and yield Reactants: Cl.NNC(=O)N (semicarbazide hydrochloride), C[O-].[Na+] (sodium methoxide), O1C(=CC=C1)C(=O)CC#N (2-furoyl acetonitrile). The solvent is C(C)O (ethyl alcohol). Conditions: time 30 minute. Yields the product NC1=CC(=NN1C(=O)N)C=1OC=CC1 (5-Amino-3-(2-furanyl)-1H-pyrazole-1-carboxamide). Isolated yield 70.3%. As a reaction SMILES: Cl.[NH2:2][NH:3][C:4]([NH2:6])=[O:5].C[O-].[Na+].[O:10]1[CH:14]=[CH:13][CH:12]=[C:11]1[C:15]([CH2:17][C:18]#[N:19])=O>C(O)C>[NH2:19][C:18]1[N:3]([C:4]([NH2:6])=[O:5])[N:2]=[C:15]([C:11]2[O:10][CH:14]=[CH:13][CH:12]=2)[CH:17]=1 |f:0.1,2.3|. Procedure: To a stirred solution of 5.5 g of semicarbazide hydrochloride in 100 ml of absolute ethyl alcohol is added 3.0 g of sodium methoxide at room temperature. The reaction mixture is stirred for 30 minutes and 6.0 g of 2-furoyl acetonitrile is added. The reaction mixture is heated at reflux for 1 hour and concentrated in vacuo to a residue. The residue is suspended in water, filtered and dried to give 6.0 g of the desired product as a solid, m.p. 145° C.